This data is from the Open Reaction Database (ORD), a public repository of structured organic reaction records. The task is: describe an organic reaction: reactants, conditions, products, and yield The product is ClC=1C=C(C=CC#N)C=CC1 (m-chlorocinnamonitrile). Yield: 59.4%. Procedure details: m-Chlorocinnamamide (1.39 g.) was mixed with sodium metabisulphite (0.72 g.) and phosphoryl chloride (3 ml.). The mixture was heated on the steam-bath for 2.5 hr. and the phosphoryl chloride removed under reduced pressure. The residue was washed well with water, leaving slightly impure m-chlorocinnamonitrile (0.744 g., 59.5%). Recrystallisation from aqueous acetone gave m-chlorocinnamonitrile, m.p. 56°-57°, λmax. (EtOH) 226, 270 nm. ε 19000, 22500. RXN SMILES: [Cl:1][C:2]1[CH:3]=[C:4]([CH:10]=[CH:11][CH:12]=1)[CH:5]=[CH:6][C:7]([NH2:9])=O.S(S([O-])=O)([O-])(=O)=O.[Na+].[Na+].P(Cl)(Cl)(Cl)=O>>[Cl:1][C:2]1[CH:3]=[C:4]([CH:10]=[CH:11][CH:12]=1)[CH:5]=[CH:6][C:7]#[N:9] |f:1.2.3|. Starting materials: ClC=1C=C(C=CC(=O)N)C=CC1 (m-Chlorocinnamamide), S(=O)(=O)([O-])S(=O)[O-].[Na+].[Na+] (sodium metabisulphite), P(=O)(Cl)(Cl)Cl (phosphoryl chloride). Reactants: metal, [Na] (sodium), ClC1=NC=C(C(N1)=O)F (2-chloro-5-fluoropyrimidin-4-one), C(C)(CC)O (sec-butanol). Yields the product C(C)(CC)OC1=NC=C(C(N1)=O)F (2-sec-butoxy-5-fluoropyrimidin-4-one). The yield is 91.4%. RXN SMILES: [Na].Cl[C:3]1[NH:8][C:7](=[O:9])[C:6]([F:10])=[CH:5][N:4]=1.[CH:11]([OH:15])([CH2:13][CH3:14])[CH3:12]>>[CH:11]([O:15][C:3]1[NH:8][C:7](=[O:9])[C:6]([F:10])=[CH:5][N:4]=1)([CH2:13][CH3:14])[CH3:12] |^1:0|. Reported procedure: A 300 ml quantity of absolute sec-butanol, 5.8 g of metal sodium and 14.9 g of 2-chloro-5-fluoropyrimidin-4-one are treated in the same manner as in Example 6 to obtain crystals, which are then recrystallized from a water-ethanol mixture to give 17.0 g of white crystalline 2-sec-butoxy-5-fluoropyrimidin-4-one in a yield of 91.4%, m.p. 104°-105° C. The reactants are FC(C1=CC(=NC=C1)N)(F)F (4-(trifluoromethyl)pyridin-2-amine), [H-].[Na+] (sodium hydride), ClC1=NC(=CC(=C1)Cl)Cl (2,4,6-trichloropyridine). The solvent is O (water), C1CCOC1 (THF). Run at temperature 0 celsius, time 1 hour. Yields the product ClC1=CC(=NC(=C1)Cl)NC1=NC=CC(=C1)C(F)(F)F (4,6-dichloro-N-[4-(trifluoromethyl)pyridin-2-yl]pyridin-2-amine). RXN SMILES: [F:1][C:2]([F:11])([F:10])[C:3]1[CH:8]=[CH:7][N:6]=[C:5]([NH2:9])[CH:4]=1.[H-].[Na+].[Cl:14][C:15]1[CH:20]=[C:19]([Cl:21])[CH:18]=[C:17](Cl)[N:16]=1>C1COCC1.O>[Cl:21][C:19]1[CH:20]=[C:15]([Cl:14])[N:16]=[C:17]([NH:9][C:5]2[CH:4]=[C:3]([C:2]([F:1])([F:10])[F:11])[CH:8]=[CH:7][N:6]=2)[CH:18]=1 |f:1.2|. Reported procedure: A mixture of 4-(trifluoromethyl)pyridin-2-amine (3.24 g, 20.0 mmol) and sodium hydride (1.2 g, 30 mmol) in THF (60 mL) was stirred at 0° C. under nitrogen for 1 hour, and then 2,4,6-trichloropyridine (3.62 g, 20.0 mmol) was added. The reaction was stirred at 25° C. for 3 hours. The mixture was diluted with water and extracted with ethyl acetate. The organic layer was dried over sodium sulfate, filtered, and concentrated under reduced pressure. The residue was purified by chromatography on silica... Starting materials: BrCCc1ccccc1, CN1c2ccncc2N=Cc2cccn21, CCOCC, [Cl-], [Mg], [NH4+], C1CCOC1. The product is CN1c2ccncc2NC(CCc2ccccc2)c2cccn21. Reaction SMILES: [Br:2][CH2:3][CH2:4][c:5]1[cH:6][cH:7][cH:8][cH:9][cH:10]1.[CH3:11][N:12]1[n:13]2[c:14]([cH:23][cH:24][cH:25]2)[CH:15]=[N:16][c:17]2[c:18]1[cH:19][cH:20][n:21][cH:22]2.[CH3:28][CH2:29][O:30][CH2:31][CH3:32].[Cl-:26].[Mg:1].[NH4+:27].[O:33]1[CH2:34][CH2:35][CH2:36][CH2:37]1>>[CH2:3]([CH2:4][c:5]1[cH:6][cH:7][cH:8][cH:9][cH:10]1)[CH:15]1[c:14]2[n:13]([cH:25][cH:24][cH:23]2)[N:12]([CH3:11])[c:18]2[c:17]([cH:22][n:21][cH:20][cH:19]2)[NH:16]1. Starting materials: Cc1ccc(S(=O)(=O)Oc2nc(N)nc3c2CCCc2c-3cnn2C)cc1, CN1CCNCC1, CC#N. Yields the product CN1CCN(c2nc(N)nc3c2CCCc2c-3cnn2C)CC1. Reaction SMILES: [CH3:1][c:2]1[cH:3][cH:4][c:5]([S:6]([O:7][c:12]2[c:13]3[c:14]([n:15][c:16]([NH2:18])[n:17]2)-[c:19]2[c:20]([n:24]([CH3:27])[n:25][cH:26]2)[CH2:21][CH2:22][CH2:23]3)(=[O:8])=[O:9])[cH:10][cH:11]1.[CH3:28][N:29]1[CH2:30][CH2:31][NH:32][CH2:33][CH2:34]1.[CH3:35][C:36]#[N:37]>>[c:12]1([N:32]2[CH2:31][CH2:30][N:29]([CH3:28])[CH2:34][CH2:33]2)[c:13]2[c:14]([n:15][c:16]([NH2:18])[n:17]1)-[c:19]1[c:20]([n:24]([CH3:27])[n:25][cH:26]1)[CH2:21][CH2:22][CH2:23]2. Starting materials: CC(C)C[Al+]CC(C)C, CCCNC1CN(C(=O)Nc2ccc(C(F)(F)F)cc2)N=C1c1ccc(OC(F)F)c(C)c1, [H-]. Product: CCCNC1CN(C(=O)Nc2ccc(C(F)(F)F)cc2)NC1c1ccc(OC(F)F)c(C)c1. RXN SMILES: [CH2:35]([Al+:36][CH2:37][CH:38]([CH3:39])[CH3:40])[CH:41]([CH3:42])[CH3:43].[F:1][C:2]([c:3]1[cH:4][cH:5][c:6]([NH:9][C:10](=[O:11])[N:12]2[N:13]=[C:14]([c:21]3[cH:22][c:23]([CH3:31])[c:24]([O:27][CH:28]([F:29])[F:30])[cH:25][cH:26]3)[CH:15]([NH:17][CH2:18][CH2:19][CH3:20])[CH2:16]2)[cH:7][cH:8]1)([F:32])[F:33].[H-:34]>>[F:1][C:2]([c:3]1[cH:4][cH:5][c:6]([NH:9][C:10](=[O:11])[N:12]2[NH:13][CH:14]([c:21]3[cH:22][c:23]([CH3:31])[c:24]([O:27][CH:28]([F:29])[F:30])[cH:25][cH:26]3)[CH:15]([NH:17][CH2:18][CH2:19][CH3:20])[CH2:16]2)[cH:7][cH:8]1)([F:32])[F:33]. Reaction conditions: time 6 hour. Solvent: N1=CC=CC=C1 (pyridine). As a reaction SMILES: [CH3:1][CH:2]([CH:9]1[C:13]2([CH3:30])[CH:14]([OH:29])[CH2:15][CH:16]3[C:21]4([CH3:27])[CH2:22][CH2:23][CH:24]([OH:26])[CH2:25][CH:20]4[CH2:19][CH:18]([OH:28])[CH:17]3[CH:12]2[CH2:11][CH2:10]1)[CH2:3][CH2:4][C:5]([O:7][CH3:8])=[O:6].[CH3:31][S:32](Cl)(=[O:34])=[O:33].CCOC(C)=O.Cl>N1C=CC=CC=1>[CH3:8][O:7][C:5](=[O:6])[CH2:4][CH2:3][C@H:2]([C@@H:9]1[C@:13]2([CH3:30])[C@H:12]([C@H:17]3[C@H:16]([CH2:15][C@@H:14]2[OH:29])[C@:21]2([CH3:27])[C@H:20]([CH2:25][C@@H:24]([O:26][S:32]([CH3:31])(=[O:34])=[O:33])[CH2:23][CH2:22]2)[CH2:19][C@H:18]3[OH:28])[CH2:11][CH2:10]1)[CH3:1]. Isolated yield 82.7%. Yields the product COC(CC[C@@H](C)[C@H]1CC[C@H]2[C@@H]3[C@@H](C[C@H]4C[C@H](CC[C@]4(C)[C@H]3C[C@@H]([C@]12C)O)OS(=O)(=O)C)O)=O (Methyl(3β,5α,7α,12α)-7,12-dihydroxy-3-(methanesulfonyloxy)cholan-24-oate). Reported procedure: To a solution of cholic acid methyl ester (25 g, 59.2 mmol) in pyridine (75 mL), stirring at 0° C., was added methanesulfonyl chloride (5.04 mL, 65.1 mmol) dropwise over 30 minutes. The reaction was allowed to warm to room temperature and stir for 6 hours. The reaction mixture was poured into a mixture of EtOAc (200 mL), 1 N HCl (200 mL), and ice. The layers were separated, and the organic layer was washed with 1N HCl (2×50 mL), dried (Na2SO4) and concentrated to provide a light yellow oil. The ... Starting materials: CS(=O)(=O)Cl (methanesulfonyl chloride), crude material, CC(CCC(=O)OC)C1CCC2C1(C(CC3C2C(CC4C3(CCC(C4)O)C)O)O)C (cholic acid methyl ester), CCOC(=O)C (EtOAc), Cl (HCl), EtOAc hexanes. Starting materials: [OH-].[K+] (potassium hydroxide), C(CCCCC)C1C(C(CC1)=O)CCCCCCC(=O)OC (7-(2-hexyl-5-keto-cyclopentyl)-heptanoic acid, methyl ester). Solvent: CO (methanol), CO (methanol). The product is C(CCCCC)C1C(C(CC1)=O)CCCCCCC(=O)O (7-(2-hexyl-5-keto-cyclopentyl)-heptanoic acid). The yield is 27.4%. As a reaction SMILES: [OH-].[K+].[CH2:3]([CH:9]1[CH2:13][CH2:12][C:11](=[O:14])[CH:10]1[CH2:15][CH2:16][CH2:17][CH2:18][CH2:19][CH2:20][C:21]([O:23]C)=[O:22])[CH2:4][CH2:5][CH2:6][CH2:7][CH3:8]>CO>[CH2:3]([CH:9]1[CH2:13][CH2:12][C:11](=[O:14])[CH:10]1[CH2:15][CH2:16][CH2:17][CH2:18][CH2:19][CH2:20][C:21]([OH:23])=[O:22])[CH2:4][CH2:5][CH2:6][CH2:7][CH3:8] |f:0.1|. Procedure details: A potassium hydroxide (15 g, 0.27 mole) solution in methanol (30 ml) is added with a solution of ester (VIII) (50 g, 0.16 mole) in methanol (120 g). The reaction mixture is refluxed for 2 hours. It is then cooled and concentrated under reduced pressure, poured into water (200 ml) and acidified with conc. hydrochloric acid. It is then extracted with ethyl acetate (3×100 ml). The acid (IX) (13 g) is obtained. Yield=27%. The reactants are ClC=1C=C2C=C(NC2=C(C1)NC1CCCC1)C=1SC[C@H](N1)CC(=O)O ([(R)-2-(5-chloro-7-cyclopentylamino-1H-indol-2-yl)-4,5-dihydro-thiazol-4-yl]acetic acid), N1CC(CC1)O (3-pyrrolidinol). Product: ClC=1C=C2C=C(NC2=C(C1)NC1CCCC1)C=1SC[C@H](N1)CC(=O)N1CC(CC1)O (2-[(R)-2-(5-chloro-7-cyclopentylamino-1H-indol-2-yl)-4,5-dihydro-thiazol-4-yl]-1-(3-hydroxy-pyrrolidin-1-yl)-ethanone). Isolated yield 40.0%. Reaction SMILES: [Cl:1][C:2]1[CH:3]=[C:4]2[C:8](=[C:9]([NH:11][CH:12]3[CH2:16][CH2:15][CH2:14][CH2:13]3)[CH:10]=1)[NH:7][C:6]([C:17]1[S:18][CH2:19][C@@H:20]([CH2:22][C:23]([OH:25])=O)[N:21]=1)=[CH:5]2.[NH:26]1[CH2:30][CH2:29][CH:28]([OH:31])[CH2:27]1>>[Cl:1][C:2]1[CH:3]=[C:4]2[C:8](=[C:9]([NH:11][CH:12]3[CH2:16][CH2:15][CH2:14][CH2:13]3)[CH:10]=1)[NH:7][C:6]([C:17]1[S:18][CH2:19][C@@H:20]([CH2:22][C:23]([N:26]3[CH2:30][CH2:29][CH:28]([OH:31])[CH2:27]3)=[O:25])[N:21]=1)=[CH:5]2. Reported procedure: The compound (40 mg, 0.11 mmol) prepared in Example 27 and 3-pyrrolidinol instead of morpholine were reacted according to the same procedure as Example 73 to give the title compound (19 mg, Yield 40%).